Dataset: the Open Reaction Database (ORD), a public repository of structured organic reaction records. Task: describe an organic reaction: reactants, conditions, products, and yield The reactants are CN1C(CC[C@@]2(C3=C(CC[C@@H]12)C=C(C=C3)C=CC3=CC=CC=C3)C)=O ((4aR)-(10bR)-4,10b-dimethyl-8-(2-phenylethenyl)-1,2,3,4,4a,5,6,10b-octahydrobenzo[f]quinolin-3-one), CN(C=O)C (dimethylformamide). Reagents/catalysts: [Pd] (palladium/carbon). Run in C(C)O (ethanol). Yields the product CN1C(CC[C@@]2(C3=C(CC[C@@H]12)C=C(C=C3)CCC3=CC=CC=C3)C)=O ((4aR)-(10bR)-4,10b-dimethyl-8-(2-phenylethyl)-1,2,3,4,4a,5,6,10b-octahydrobenzo[f]quinolin-3-one). As a reaction SMILES: [CH3:1][N:2]1[C@H:11]2[C@@:6]([CH3:24])([C:7]3[CH:15]=[CH:14][C:13]([CH:16]=[CH:17][C:18]4[CH:23]=[CH:22][CH:21]=[CH:20][CH:19]=4)=[CH:12][C:8]=3[CH2:9][CH2:10]2)[CH2:5][CH2:4][C:3]1=[O:25].CN(C)C=O>C(O)C.[Pd]>[CH3:1][N:2]1[C@H:11]2[C@@:6]([CH3:24])([C:7]3[CH:15]=[CH:14][C:13]([CH2:16][CH2:17][C:18]4[CH:23]=[CH:22][CH:21]=[CH:20][CH:19]=4)=[CH:12][C:8]=3[CH2:9][CH2:10]2)[CH2:5][CH2:4][C:3]1=[O:25]. Procedure details: A 150 mg portion of the product of Example 279 was hydrogenated on a Parr apparatus at 40 p.s.i. in 50 mL of ethanol containing 5 mL of dimethylformamide and 20 mg of 10% palladium/carbon catalyst. When the starting material had been consumed, the mixture was filtered and the filtrate was concentrated under vacuum. The residue was purified by chromatography on silica gel, eluting with 90% ethyl acetate/hexane to obtain a product which was recrystallized from ethyl acetate/hexane to produce the d... Starting materials: COC=1C=C2C(=CN(C2=CC1)CC1OC1)C1=CC=2C(=NC=C3C2N(N=C3)C)N1S(=O)(=O)C1=CC=C(C)C=C1 (7-(5-methoxy-1-(oxiran-2-ylmethyl)-1H-indol-3-yl)-1-methyl-6-tosyl-1,6-dihydropyrazolo[3,4-d]pyrrolo[2,3-b]pyridine), CNC (dimethylamine), CNC (dimethylamine). The solvent is CN(C)C=O (DMF). Reaction conditions: time 17 hour. The product is CN(CC(CN1C=C(C2=CC(=CC=C12)OC)C1=CC=2C(=NC=C3C2N(N=C3)C)N1S(=O)(=O)C1=CC=C(C)C=C1)O)C (1-(dimethylamino)-3-(5-methoxy-3-(1-methyl-6-tosyl-1,6-dihydropyrazolo[3,4-d]pyrrolo[2,3-b]pyridin-7-yl)-1H-indol-1-yl)propan-2-ol). Isolated yield 98.8%. Reaction SMILES: [CH3:1][O:2][C:3]1[CH:4]=[C:5]2[C:9](=[CH:10][CH:11]=1)[N:8]([CH2:12][CH:13]1[CH2:15][O:14]1)[CH:7]=[C:6]2[C:16]1[N:28]([S:29]([C:32]2[CH:38]=[CH:37][C:35]([CH3:36])=[CH:34][CH:33]=2)(=[O:31])=[O:30])[C:19]2=[N:20][CH:21]=[C:22]3[CH:26]=[N:25][N:24]([CH3:27])[C:23]3=[C:18]2[CH:17]=1.[CH3:39][NH:40][CH3:41]>CN(C=O)C>[CH3:39][N:40]([CH3:41])[CH2:15][CH:13]([OH:14])[CH2:12][N:8]1[C:9]2[C:5](=[CH:4][C:3]([O:2][CH3:1])=[CH:11][CH:10]=2)[C:6]([C:16]2[N:28]([S:29]([C:32]3[CH:38]=[CH:37][C:35]([CH3:36])=[CH:34][CH:33]=3)(=[O:31])=[O:30])[C:19]3=[N:20][CH:21]=[C:22]4[CH:26]=[N:25][N:24]([CH3:27])[C:23]4=[C:18]3[CH:17]=2)=[CH:7]1. Procedure details: In a flask, a mixture of 7-(5-methoxy-1-(oxiran-2-ylmethyl)-1H-indol-3-yl)-1-methyl-6-tosyl-1,6-dihydropyrazolo[3,4-d]pyrrolo[2,3-b]pyridine (0.212 mmol) in DMF (5 mL) and dimethylamine (0.054 mL, 1.061 mmol) was stirred for about 17 h at rt. Additional dimethylamine (0.054 mL, 1.061 mmol) was added and the mixture was heated to about 50° C. for about 5 h, then at rt for about 17 h. The mixture was concentrated in vacuo to provide 1-(dimethylamino)-3-(5-methoxy-3-(1-methyl-6-tosyl-1,6-dihydropyr... Starting materials: [Al+3], CC(C)c1ccccc1OCCC(=O)O, [Cl-], [Cl-], [Cl-], O=C(Cl)C(=O)Cl, ClCCl, Cl, CN(C)C=O. Product: CC(C)c1cccc2c1OCCC2=O. As a reaction SMILES: [Al+3:23].[CH:1]([CH3:2])([CH3:3])[c:4]1[c:5]([O:6][CH2:7][CH2:8][C:9](=[O:10])[OH:11])[cH:12][cH:13][cH:14][cH:15]1.[Cl-:22].[Cl-:24].[Cl-:25].[Cl:16][C:17]([C:18]([Cl:19])=[O:20])=[O:21].[Cl:27][CH2:28][Cl:29].[ClH:26].[O:30]=[CH:31][N:32]([CH3:33])[CH3:34]>>[CH:1]([CH3:2])([CH3:3])[c:4]1[c:5]2[c:12]([cH:13][cH:14][cH:15]1)[C:9](=[O:11])[CH2:8][CH2:7][O:6]2.